Dataset: the Open Reaction Database (ORD), a public repository of structured organic reaction records. Task: describe an organic reaction: reactants, conditions, products, and yield The reactants are O=C([O-])[O-], ClCc1nnc(-c2ccccc2)o1, [K+], [K+], CN(C)C=O, O, Oc1ccc2c(c1)CCC(CN1CCCCC1)C2. Yields the product Cl, c1ccc(-c2nnc(COc3ccc4c(c3)CCC(CN3CCCCC3)C4)o2)cc1. RXN SMILES: [C:32](=[O:33])([O-:34])[O-:35].[Cl:19][CH2:20][c:21]1[o:22][c:23](-[c:26]2[cH:27][cH:28][cH:29][cH:30][cH:31]2)[n:24][n:25]1.[K+:36].[K+:37].[O:38]=[CH:39][N:40]([CH3:41])[CH3:42].[OH2:43].[OH:1][c:2]1[cH:3][c:4]2[c:9]([cH:10][cH:11]1)[CH2:8][CH:7]([CH2:12][N:13]1[CH2:14][CH2:15][CH2:16][CH2:17][CH2:18]1)[CH2:6][CH2:5]2>>[ClH:19].[O:1]([c:2]1[cH:3][c:4]2[c:9]([cH:10][cH:11]1)[CH2:8][CH:7]([CH2:12][N:13]1[CH2:14][CH2:15][CH2:16][CH2:17][CH2:18]1)[CH2:6][CH2:5]2)[CH2:20][c:21]1[o:22][c:23](-[c:26]2[cH:27][cH:28][cH:29][cH:30][cH:31]2)[n:24][n:25]1. Starting materials: CCOC(=O)c1ccccc1OCCCOC, CCO, [Na+], [OH-], O. Product: COCCCOc1ccccc1C(=O)O. Reaction SMILES: [CH2:3]([CH3:4])[O:5][C:6]([c:7]1[c:8]([O:13][CH2:14][CH2:15][CH2:16][O:17][CH3:18])[cH:9][cH:10][cH:11][cH:12]1)=[O:19].[CH3:20][CH2:21][OH:22].[Na+:2].[OH-:1].[OH2:23]>>[O:5]=[C:6]([c:7]1[c:8]([O:13][CH2:14][CH2:15][CH2:16][O:17][CH3:18])[cH:9][cH:10][cH:11][cH:12]1)[OH:19]. Reactants: C(C)(=O)C1=CC=C(C(=O)O)C=C1 (4-acetylbenzoic acid), ON1N=NC2=C1C=CC=C2 (1-hydroxybenzotriazole), amide, N([C@@H](CCCCNC(=O)OCC1C2=CC=CC=C2C2=CC=CC=C12)C(=O)O)C(=O)OC(C)(C)C (BOC-Lys(FMOC)-OH), ON1N=NC2=C1C=CC=C2 (1-hydroxybenzotriazole), C(C)(C)N=C=NC(C)C (Diisopropylcarbodiimide), C(C)N(C(C)C)C(C)C (ethyldiisopropylamine), C(C)(C)N=C=NC(C)C (Diisopropylcarbodiimide), C(C)N(C(C)C)C(C)C (ethyldiisopropylamine). The solvent is ClCCl (dichloromethane), CN1C(CCC1)=O (N-methylpyrrolidinone), CN1C(CCC1)=O (N-methylpyrrolidinone), CN1C(CCC1)=O (N-methylpyrrolidinone), CN1C(CCC1)=O (N-methylpyrrolidinone). Reaction conditions: time 20 minute. Product: C(C)(=O)C1=CC=C(C(=O)NCCCC[C@@H](C(N)=O)N)C=C1 (4-Acetyl-N-((5S)-5-amino-5-carbamoylpentyl)benzamide). RXN SMILES: [NH:1](C(OC(C)(C)C)=O)[C@H:2]([C:25]([OH:27])=O)[CH2:3][CH2:4][CH2:5][CH2:6][NH:7]C(OCC1C2C(=CC=CC=2)C2C1=CC=CC=2)=O.O[N:36]1C2C=CC=CC=2N=N1.C(N=C=NC(C)C)(C)C.C(N(C(C)C)C(C)C)C.[C:63]([C:66]1[CH:74]=[CH:73][C:69]([C:70]([OH:72])=O)=[CH:68][CH:67]=1)(=[O:65])[CH3:64]>CN1CCCC1=O.ClCCl>[C:63]([C:66]1[CH:67]=[CH:68][C:69]([C:70]([NH:7][CH2:6][CH2:5][CH2:4][CH2:3][C@H:2]([NH2:1])[C:25](=[O:27])[NH2:36])=[O:72])=[CH:73][CH:74]=1)(=[O:65])[CH3:64]. Procedure details: Rink-amide-resin (loading: 0.43 mmol/g, 6.66 g, 2.86 mmol) was swelled with dichloromethane (50 ml). The solvent was removed. A 20% solution of piperidine in N-methylpyrrolidinone was added (50 ml). The reactor was shaken for 20 min. The liquid was removed. The resin was washed with N-methylpyrrolidinone (3×50 ml) and dichloromethane (5×50 ml). A solution of BOC-Lys(FMOC)-OH (5.37 g, 11.5 mmol) in N-methylpyrrolidinone (50 ml) and a solution of 1-hydroxybenzotriazole (1.75 g, 11.5 mmol) in N-met... The reactants are [N+](=O)([O-])C1=CC=C(C(=O)Cl)C=C1 (4-nitrobenzoyl chloride), COC1=CC=C(C=C1)N (p-Anisidine), N1=CC=CC=C1 (pyridine), O (water). Reaction conditions: time 16 hour. Yields the product COC1=CC=C(C(=O)NC2=CC=C(C=C2)[N+](=O)[O-])C=C1 (4-Methoxy-4′-nitrobenzanilide). RXN SMILES: [CH3:1][O:2][C:3]1[CH:8]=[CH:7][C:6](N)=[CH:5][CH:4]=1.[N+:10]([C:13]1[CH:21]=[CH:20][C:16](C(Cl)=O)=[CH:15][CH:14]=1)([O-:12])=[O:11].[OH2:22].[N:23]1[CH:28]=CC=CC=1>>[CH3:1][O:2][C:3]1[CH:8]=[CH:7][C:6]([C:28]([NH:23][C:16]2[CH:15]=[CH:14][C:13]([N+:10]([O-:12])=[O:11])=[CH:21][CH:20]=2)=[O:22])=[CH:5][CH:4]=1. Procedure: p-Anisidine 1 (1.0 g, 8.1 mmol) was dissolved in anhydrous pyridine (15 ml), 4-nitrobenzoyl chloride 2 (1.5 g, 8.1 mmol) was added. The reaction mixture was allowed to stand at room temperature for 16 hrs. The reaction mixture was poured into water and the precipitate was collected with filtrate under vacuum pressure and washed with 5% sodium bicarbonate (2×10 ml). The product 3 was used in the next step without further purification. 1HNMR(300 MHz, DMSO-d6) δ: 10.46(s, 1H, NH), 8.37(d, J=5.5 Hz,... The product is C(C)(C)(C)NCC(COC1=C2CC3(C(C2=CC=C1)=O)CCCCC3)O (4'-(3-tert.-butylamino-2-hydroxypropoxy)-spiro(cyclohexane-1,2'-indan)-1'-one). RXN SMILES: Cl[CH2:2][CH:3]([OH:21])[CH2:4][O:5][C:6]1[CH:14]=[CH:13][CH:12]=[C:11]2[C:7]=1[CH2:8][C:9]1([CH2:20][CH2:19][CH2:18][CH2:17][CH2:16]1)[C:10]2=[O:15].O1CC1COC1C=CC=C2C=1CC1(CCCCC1)C2=O.[C:42]([NH2:46])([CH3:45])([CH3:44])[CH3:43]>O1CCOCC1>[C:42]([NH:46][CH2:2][CH:3]([OH:21])[CH2:4][O:5][C:6]1[CH:14]=[CH:13][CH:12]=[C:11]2[C:7]=1[CH2:8][C:9]1([CH2:20][CH2:19][CH2:18][CH2:17][CH2:16]1)[C:10]2=[O:15])([CH3:45])([CH3:44])[CH3:43]. Starting materials: mixture, ClCC(COC1=C2CC3(C(C2=CC=C1)=O)CCCCC3)O (4'-(3-chloro-2-hydroxypropoxy)-spiro(cyclohexane-1,2'-indan)-1'-one), O1C(COC2=C3CC4(C(C3=CC=C2)=O)CCCCC4)C1 (4'-(2,3-epoxypropoxy)-spiro(cyclohexane-1,2'-indan)-1'-one), C(C)(C)(C)N (tert.-butylamine). Run in O1CCOCC1 (dioxane). Procedure details: 7.5 g of a mixture of mainly 4'-(3-chloro-2-hydroxypropoxy)-spiro(cyclohexane-1,2'-indan)-1'-one and of 4'-(2,3-epoxypropoxy)-spiro(cyclohexane-1,2'-indan)-1'-one in 50 ml dioxane and 30 ml tert.-butylamine are heated at 130° for 20 hours in an autoclave, then cooled and partitioned between 2 N tartaric acid and ether. The aqueous phase is made alkaline and extracted with ether. The organic phases are evaporated to yield the title compound in free base form (M.Pt. 87°-88°) which is converted int... Starting materials: C(C)OC(=O)C(C(C)CCCCCC)C(=O)OCC (Diethyl(2-n-hexylpropanedicarboxylate)), [H-].[Al+3].[Li+].[H-].[H-].[H-] (lithium aluminum hydride). Yields the product C(CCCCC)C(CO)CO (2-n-Hexylpropan-1,3-diol). As a reaction SMILES: C([O:3][C:4]([CH:6]([C:15](OCC)=[O:16])[CH:7]([CH2:9][CH2:10][CH2:11][CH2:12][CH2:13]C)C)=O)C.[H-].[Al+3].[Li+].[H-].[H-].[H-]>>[CH2:7]([CH:6]([CH2:4][OH:3])[CH2:15][OH:16])[CH2:9][CH2:10][CH2:11][CH2:12][CH3:13] |f:1.2.3.4.5.6|. Reported procedure: Quantities: compound from Example 2 (72.2 g, 0.3 mol) and lithium aluminum hydride (20 g, 0.53 mol). The experimental procedure was as described in Example 6. The pure product isolated by distillation under reduced pressure.